This data is from the Open Reaction Database (ORD), a public repository of structured organic reaction records. The task is: describe an organic reaction: reactants, conditions, products, and yield Reactants: ClCC=C (3-chloropropene), C=CC1=CC=CC=C1 (styrene), ClCC=C (3-chloropropene). Run at time 1 hour. Product: C=CC1=CC=CC=C1.ClCC=C (3-chloropropene styrene). Reaction SMILES: [Cl:1][CH2:2][CH:3]=[CH2:4].[CH2:5]=[CH:6][C:7]1[CH:12]=[CH:11][CH:10]=[CH:9][CH:8]=1>>[CH2:5]=[CH:6][C:7]1[CH:12]=[CH:11][CH:10]=[CH:9][CH:8]=1.[Cl:1][CH2:2][CH:3]=[CH2:4] |f:2.3|. Procedure details: About 1 part by weight of fine granular hydrated silica, 3 parts by weight of 3-chloropropene and 1 part by weight of styrene are mixed. The mixture is then heated to just below the boiling temperature of 3-chloropropene while agitating for 1 hour. The chemical reaction is complete in 1 to 12 hours, thereby producing a light yellow, soft solid poly (3-chloropropene styrene) copolymer. As a reaction SMILES: [CH2:36]([Sn:37]([CH2:38][CH2:39][CH2:40][CH3:46])([CH:41]=[CH:42][CH2:43][CH2:44][OH:45])[CH2:47][CH2:48][CH2:49][CH3:50])[CH2:51][CH2:52][CH3:53].[CH3:56][CH2:57][O:58][C:59](=[O:60])[CH3:61].[Cl-:55].[F:1][C:2]([F:3])([F:4])[S:5]([O:6][c:7]1[c:8]([O:32][CH3:33])[cH:9][c:10]2[c:11]3[c:12]4[c:13]([c:14](-[c:20]5[c:21]([Cl:26])[cH:22][cH:23][cH:24][cH:25]5)[cH:15][c:16]3[nH:17][c:18]2[cH:19]1)[C:27](=[O:31])[NH:28][C:29]4=[O:30])(=[O:34])=[O:35].[Li+:54].[O:62]=[CH:63][N:64]([CH3:65])[CH3:66]>>[c:7]1([CH:41]=[CH:42][CH2:43][CH2:44][OH:45])[c:8]([O:32][CH3:33])[cH:9][c:10]2[c:11]3[c:12]4[c:13]([c:14](-[c:20]5[c:21]([Cl:26])[cH:22][cH:23][cH:24][cH:25]5)[cH:15][c:16]3[nH:17][c:18]2[cH:19]1)[C:27](=[O:31])[NH:28][C:29]4=[O:30]. Product: COc1cc2c(cc1C=CCCO)[nH]c1cc(-c3ccccc3Cl)c3c(c12)C(=O)NC3=O. Starting materials: CCCC[Sn](C=CCCO)(CCCC)CCCC, CCOC(C)=O, [Cl-], COc1cc2c(cc1OS(=O)(=O)C(F)(F)F)[nH]c1cc(-c3ccccc3Cl)c3c(c12)C(=O)NC3=O, [Li+], CN(C)C=O. The reactants are C1(=CC=CC=C1)P(C1=CC=CC=C1)C1=CC=CC=C1 (Triphenylphosphine), C(\C=C\CCC)O ((E)-hex-2-en-1-ol), OC=1SC(=CC1)C1=CC=C(C=C1)C1=CC=C(C=C1)CCCCCC (2-hydroxy-5-(4′-hexylbiphenyl-4-yl)thiophene), CCOC(=O)/N=N/C(=O)OCC (diethylazodicarboxylate). Run in O1CCCC1 (tetrahydrofuran). Conditions: time 8 hour. The product is C(\C=C\CCC)OC=1SC(=CC1)C1=CC=C(C=C1)C1=CC=C(C=C1)CCCCCC (2-[(E)-hex-2-enyloxy]-5-(4′-hexylbiphenyl-4-yl)thiophene). Yield: 19.3%. Reaction SMILES: C1(P(C2C=CC=CC=2)C2C=CC=CC=2)C=CC=CC=1.[CH2:20]([OH:26])/[CH:21]=[CH:22]/[CH2:23][CH2:24][CH3:25].O[C:28]1[S:29][C:30]([C:33]2[CH:38]=[CH:37][C:36]([C:39]3[CH:44]=[CH:43][C:42]([CH2:45][CH2:46][CH2:47][CH2:48][CH2:49][CH3:50])=[CH:41][CH:40]=3)=[CH:35][CH:34]=2)=[CH:31][CH:32]=1.CCOC(/N=N/C(OCC)=O)=O>O1CCCC1>[CH2:20]([O:26][C:28]1[S:29][C:30]([C:33]2[CH:38]=[CH:37][C:36]([C:39]3[CH:40]=[CH:41][C:42]([CH2:45][CH2:46][CH2:47][CH2:48][CH2:49][CH3:50])=[CH:43][CH:44]=3)=[CH:35][CH:34]=2)=[CH:31][CH:32]=1)/[CH:21]=[CH:22]/[CH2:23][CH2:24][CH3:25]. Reported procedure: Triphenylphosphine (1.4 g) is added in small portions to a solution of (E)-hex-2-en-1-ol (0.60 g), 2-hydroxy-5-(4′-hexylbiphenyl-4-yl)thiophene (0.50 g), diethylazodicarboxylate (0.80 g) in dry tetrahydrofuran (100 cm3) at 0° C. under an atmosphere of nitrogen. The reaction mixture is stirred at room temperature overnight. The solvent is removed under reduced pressure and the crude product was purified by column chromatography on silica gel using a 4:1 petroleum (40-60° C.) ether/ethyl acetate m...